This data is from the Open Reaction Database (ORD), a public repository of structured organic reaction records. The task is: describe an organic reaction: reactants, conditions, products, and yield RXN SMILES: Cl.[F:2][C:3]1([F:10])[CH2:8][CH2:7][CH:6]([NH2:9])[CH2:5][CH2:4]1.C([O-])([O-])=O.[Na+].[Na+].Cl[CH2:18][CH2:19][N:20]=[C:21]=[O:22].[H-].[Na+]>C1COCC1>[F:2][C:3]1([F:10])[CH2:8][CH2:7][CH:6]([N:9]2[CH2:18][CH2:19][NH:20][C:21]2=[O:22])[CH2:5][CH2:4]1 |f:0.1,2.3.4,6.7|. Procedure details: A solution of 4,4-difluorocyclohexanamine hydrochloride (0.800 g, 4.66 mmol) in THF (20 mL) was treated with Na2CO3 (0.800 g, 7.55 mmol) followed by 1-chloro-2-isocyanatoethane (0.800 g, 7.58 mmol) and stirred at RT for 2 h. The mixture was cooled to 0° C., treated with NaH (60% in mineral oil, 0.300 g, 7.50 mmol), warmed to RT and stirred for 4 h. The mixture was poured into satd. NH4Cl solution, the layers separated and the aqueous layer extracted with DCM (3×). The combined organics were wash... The solvent is C1CCOC1 (THF). The yield is 65.6%. Reaction conditions: time 2 hour. The reactants are Cl.FC1(CCC(CC1)N)F (4,4-difluorocyclohexanamine hydrochloride), C(=O)([O-])[O-].[Na+].[Na+] (Na2CO3), [H-].[Na+] (NaH), ClCCN=C=O (1-chloro-2-isocyanatoethane). Yields the product FC1(CCC(CC1)N1C(NCC1)=O)F (1-(4,4-difluorocyclohexyl)imidazolidin-2-one).